The task is: describe an organic reaction: reactants, conditions, products, and yield. This data is from the Open Reaction Database (ORD), a public repository of structured organic reaction records. Reported procedure: 4-(2-Pyridyloxy)butylaminomethylenebisphosphonic acid hydrochloride (2.0 g) was dissolved in water (50 ml), to which was added an aqueous solution of sodium hydroxide (1N, 15.9 ml). The reaction mixture was concentrated and then dissolved in water (50 ml). To the solution was added methanol to cause precipitation of a solid matter. The solid matter was collected by filtration and washed with methanol to give 4-(2-pyridyloxy)butylaminomethylenebisphosphonic acid disodium salt monohydrate (1.3 g, ... Solvent: O (water). Isolated yield 62.0%. Yields the product O.[Na+].[Na+].N1=C(C=CC=C1)OCCCCNC(P(O)(O)=O)P([O-])([O-])=O (4-(2-pyridyloxy)butylaminomethylenebisphosphonic acid disodium salt monohydrate). RXN SMILES: Cl.[N:2]1[CH:7]=[CH:6][CH:5]=[CH:4][C:3]=1[O:8][CH2:9][CH2:10][CH2:11][CH2:12][NH:13][CH:14]([P:19](=[O:22])([OH:21])[OH:20])[P:15](=[O:18])([OH:17])[OH:16].[OH-].[Na+:24]>O>[OH2:8].[Na+:24].[Na+:24].[N:2]1[CH:7]=[CH:6][CH:5]=[CH:4][C:3]=1[O:8][CH2:9][CH2:10][CH2:11][CH2:12][NH:13][CH:14]([P:19](=[O:20])([O-:21])[O-:22])[P:15](=[O:16])([OH:17])[OH:18] |f:0.1,2.3,5.6.7.8|. The reactants are Cl.N1=C(C=CC=C1)OCCCCNC(P(O)(O)=O)P(O)(O)=O (4-(2-Pyridyloxy)butylaminomethylenebisphosphonic acid hydrochloride), [OH-].[Na+] (sodium hydroxide). Reported procedure: 2-Chloro-6-methoxy-3-quinolinecarboxaldehyde (222 mg) was condensed with 2-thiopheneacetonitrile (123 mg) through Method B (production step 3), to thereby yield the target product (yield: 301 mg, 92%). RXN SMILES: [Cl:1][C:2]1[C:11]([CH:12]=O)=[CH:10][C:9]2[C:4](=[CH:5][CH:6]=[C:7]([O:14][CH3:15])[CH:8]=2)[N:3]=1.[S:16]1[CH:20]=[CH:19][CH:18]=[C:17]1[CH2:21][C:22]#[N:23]>>[Cl:1][C:2]1[C:11](/[CH:12]=[C:21](/[C:17]2[S:16][CH:20]=[CH:19][CH:18]=2)\[C:22]#[N:23])=[CH:10][C:9]2[C:4](=[CH:5][CH:6]=[C:7]([O:14][CH3:15])[CH:8]=2)[N:3]=1. The product is ClC1=NC2=CC=C(C=C2C=C1/C=C(\C#N)/C=1SC=CC1)OC ((E)-3-(2-chloro-6-methoxy-quinolin-3-yl)-2-thiophen-2-yl-acrylonitrile). The reactants are ClC1=NC2=CC=C(C=C2C=C1C=O)OC (2-Chloro-6-methoxy-3-quinolinecarboxaldehyde), S1C(=CC=C1)CC#N (2-thiopheneacetonitrile). Yield: 92.2%. Reactants: O.O.NC=1SC=C(N1)/C(/C(=O)O)=N/OC(C)=O ((Z)-(2-aminothiazol4-yl)-acetoxyiminoacetic acid dihydrate), N12CCN(CC1)CC2 (1,4-diazabicyclo[2.2.2]octane), P(=S)(OCC)(OCC)Cl (diethyl chlorothiophosphate). Solvent: CC(=O)N(C)C (dimethylacetamide). Reaction conditions: temperature -20 celsius, time 3.5 hour. Product: C(C)OP(=S)(OCC)OC(\C(=N/OC(C)=O)\C=1N=C(SC1)N)=O ((Z)-(2-aminothiazol-4-yl)-acetoxyiminoacetic acid diethoxythiophosphoryl ester). Isolated yield 86.0%. As a reaction SMILES: O.O.[NH2:3][C:4]1[S:5][CH:6]=[C:7](/[C:9](=[N:13]/[O:14][C:15](=[O:17])[CH3:16])/[C:10]([OH:12])=[O:11])[N:8]=1.N12CCN(CC1)CC2.[P:26](Cl)([O:31][CH2:32][CH3:33])([O:28][CH2:29][CH3:30])=[S:27]>CC(N(C)C)=O>[CH2:29]([O:28][P:26]([O:11][C:10](=[O:12])/[C:9](/[C:7]1[N:8]=[C:4]([NH2:3])[S:5][CH:6]=1)=[N:13]\[O:14][C:15](=[O:17])[CH3:16])([O:31][CH2:32][CH3:33])=[S:27])[CH3:30] |f:0.1.2|. Procedure details: To a stirred solution of 134.9 g (Z)-(2-aminothiazol4-yl)-acetoxyiminoacetic acid dihydrate (508.6 mmol) and 570 mg 1,4-diazabicyclo[2.2.2]octane (DABCO) (5.09 mmol) in 1500 ml dimethylacetamide was added under argon 158 ml tributylamine (661 mmol). The yellowish solution was cooled to -20° C. and over 30 min was added dropwise 104 ml diethyl chlorothiophosphate (661 mmol). Stirring was continued at -20° C. for 3.5 h. The reaction was followed by HPLC. After 3 h, all starting material was consum... Yields the product Cc1c(C)n(Cc2ccccc2)c2c(N3CCc4ccccc4C3)nc(CO)cc12. As a reaction SMILES: [CH2:1]([c:2]1[cH:3][cH:4][cH:5][cH:6][cH:7]1)[n:8]1[c:9]([CH3:31])[c:10]([CH3:30])[c:11]2[c:12]1[c:13]([N:20]1[CH2:21][c:22]3[cH:23][cH:24][cH:25][cH:26][c:27]3[CH2:28][CH2:29]1)[n:14][c:15]([C:17](=[O:18])[OH:19])[cH:16]2.[O:33]1[CH2:34][CH2:35][CH2:36][CH2:37]1.[OH2:32]>>[CH2:1]([c:2]1[cH:3][cH:4][cH:5][cH:6][cH:7]1)[n:8]1[c:9]([CH3:31])[c:10]([CH3:30])[c:11]2[c:12]1[c:13]([N:20]1[CH2:21][c:22]3[cH:23][cH:24][cH:25][cH:26][c:27]3[CH2:28][CH2:29]1)[n:14][c:15]([CH2:17][OH:18])[cH:16]2. The reactants are Cc1c(C)n(Cc2ccccc2)c2c(N3CCc4ccccc4C3)nc(C(=O)O)cc12, C1CCOC1, O. Reactants: C1CCOC1 (THF), BrC(=C1CCN(CC1)C(=O)OC(C)(C)C)Br (tert-Butyl 4-(dibromomethylene)piperidine-1-carboxylate), [Cl-].[NH4+] (Ammonium chloride). The reagents and catalysts are [Zn] (Zinc). Solvent: CO (methanol). Run at time 30 minute. Product: BrC=C1CCN(CC1)C(=O)OC(C)(C)C (tert-Butyl 4-(bromomethylene)piperidine-1-carboxylate). Yield: 66.4%. RXN SMILES: [Br:1][C:2](Br)=[C:3]1[CH2:8][CH2:7][N:6]([C:9]([O:11][C:12]([CH3:15])([CH3:14])[CH3:13])=[O:10])[CH2:5][CH2:4]1.C1COCC1.[Cl-].[NH4+]>CO.[Zn]>[Br:1][CH:2]=[C:3]1[CH2:8][CH2:7][N:6]([C:9]([O:11][C:12]([CH3:15])([CH3:14])[CH3:13])=[O:10])[CH2:5][CH2:4]1 |f:2.3|. Procedure details: tert-Butyl 4-(dibromomethylene)piperidine-1-carboxylate (64 g, 0.18 mol) was dissolved in methanol (438 mL) and THF (220 mL) and the solution was cooled to 0° C. Ammonium chloride (77.14 g, 1.44 mol) was added and the reaction was stirred for 30 min. Zinc dust (47.13 g, 0.72 mol) was added and the reaction mixture was stirred at RT for 2.5 h. The mixture was filtered and the filtrate was evaporated to dryness. The residue was purified by silica gel chromatography using 230-400 mesh silica gel (2... Reactants: C(C)N(CCN1C(C(C2=C(C=C(C=C12)I)C(F)(F)F)(C1=C(C=CC=C1)Cl)O)=O)CC (1-(2-diethylaminoethyl)-4-trifluoromethyl-6-iodo-3-hydroxy-3-(2-chlorophenyl)oxindole), O=C1OC=CN1CC#C (3-(2-oxo-1,3-oxazolin-3-yl)-1-propyne), O (Water), C(=O)(O)[O-].[Na+] (NaHCO3). The reagents and catalysts are [Cu]I (CuI), Cl[Pd]([P](C1=CC=CC=C1)(C2=CC=CC=C2)C3=CC=CC=C3)([P](C4=CC=CC=C4)(C5=CC=CC=C5)C6=CC=CC=C6)Cl ((PPh3)2PdCl2). The solvent is C(C)N(CC)CC (triethylamine). Run at temperature 50 celsius, time 4.5 hour. Product: C(C)N(CCN1C(C(C2=C(C=C(C=C12)C#CCN1C(OC=C1)=O)C(F)(F)F)(C1=C(C=CC=C1)Cl)O)=O)CC (1-(2-Diethylaminoethyl)-4-trifluoromethyl-6-[3-(2-oxo-1,3-oxazolin-3-yl)-1-propynyl]-3-hydroxy-3-(2-chlorophenyl)oxindole). Isolated yield 935.3%. RXN SMILES: [CH2:1]([N:3]([CH2:29][CH3:30])[CH2:4][CH2:5][N:6]1[C:14]2[C:9](=[C:10]([C:16]([F:19])([F:18])[F:17])[CH:11]=[C:12](I)[CH:13]=2)[C:8]([OH:27])([C:20]2[CH:25]=[CH:24][CH:23]=[CH:22][C:21]=2[Cl:26])[C:7]1=[O:28])[CH3:2].[O:31]=[C:32]1[N:36]([CH2:37][C:38]#[CH:39])[CH:35]=[CH:34][O:33]1.O.C([O-])(O)=O.[Na+]>C(N(CC)CC)C.[Cu]I.Cl[Pd](Cl)([P](C1C=CC=CC=1)(C1C=CC=CC=1)C1C=CC=CC=1)[P](C1C=CC=CC=1)(C1C=CC=CC=1)C1C=CC=CC=1>[CH2:1]([N:3]([CH2:29][CH3:30])[CH2:4][CH2:5][N:6]1[C:14]2[C:9](=[C:10]([C:16]([F:19])([F:18])[F:17])[CH:11]=[C:12]([C:39]#[C:38][CH2:37][N:36]3[CH:35]=[CH:34][O:33][C:32]3=[O:31])[CH:13]=2)[C:8]([OH:27])([C:20]2[CH:25]=[CH:24][CH:23]=[CH:22][C:21]=2[Cl:26])[C:7]1=[O:28])[CH3:2] |f:3.4,^1:57,76|. Procedure details: A mixture of 1-(2-diethylaminoethyl)-4-trifluoromethyl-6-iodo-3-hydroxy-3-(2-chlorophenyl)oxindole (796 mg, 0.144 mmol), 3-(2-oxo-1,3-oxazolin-3-yl)-1-propyne (464 mg, 0.371 mmol), CuI (10.8 mg, 0.0567 mmol), and (PPh3)2PdCl2 (18.6 mg, 0.0265 mmol) in triethylamine (1 mL) was stirred for 4.5 h at 50° C. Water and sat. aqueous NaHCO3 were added and the mixture was extracted with ethyl acetate. The extracts were dried over MgSO4 and concentrated. The residue was purified by silica gel column chrom... Reactants: C1(CC1)C=1C(=CC(=C(C(=O)O)C1)F)OCC1(CCCCC1)C(F)(F)F (5-cyclopropyl-2-fluoro-4-((1-(trifluoromethyl)-cyclohexyl)methoxy)benzoic acid), Cl.C(C)N=C=NCCCN(C)C (1-ethyl-3-(3-dimethylaminopropyl)carbodiimide hydrochloride), Cl (hydrochloric acid), CS(=O)(=O)N (methanesulfonamide). Reagents/catalysts: CN(C1=CC=NC=C1)C (4-dimethylaminopyridine). Run in ClCCl (dichloromethane), C(C)(=O)OCC (ethyl acetate). Run at time 10 minute. Yields the product C1(CC1)C=1C(=CC(=C(C(=O)NS(=O)(=O)C)C1)F)OCC1(CCCCC1)C(F)(F)F (5-cyclopropyl-2-fluoro-N-(methylsulfonyl)-4-((1-(trifluoromethyl)-cyclohexyl)methoxy)benzamide). The yield is 61.7%. RXN SMILES: [CH:1]1([C:4]2[C:5]([O:14][CH2:15][C:16]3([C:22]([F:25])([F:24])[F:23])[CH2:21][CH2:20][CH2:19][CH2:18][CH2:17]3)=[CH:6][C:7]([F:13])=[C:8]([CH:12]=2)[C:9](O)=[O:10])[CH2:3][CH2:2]1.Cl.C(N=C=NCCCN(C)C)C.[CH3:38][S:39]([NH2:42])(=[O:41])=[O:40].Cl>ClCCl.CN(C)C1C=CN=CC=1.C(OCC)(=O)C>[CH:1]1([C:4]2[C:5]([O:14][CH2:15][C:16]3([C:22]([F:25])([F:24])[F:23])[CH2:21][CH2:20][CH2:19][CH2:18][CH2:17]3)=[CH:6][C:7]([F:13])=[C:8]([CH:12]=2)[C:9]([NH:42][S:39]([CH3:38])(=[O:41])=[O:40])=[O:10])[CH2:3][CH2:2]1 |f:1.2|. Reported procedure: To a stirred solution of 5-cyclopropyl-2-fluoro-4-((1-(trifluoromethyl)-cyclohexyl)methoxy)benzoic acid (0.36 g, 1.00 mmol) in dichloromethane (20 mL) were added 1-ethyl-3-(3-dimethylaminopropyl)carbodiimide hydrochloride (0.29 g, 1.50 mmol) and 4-dimethylaminopyridine (0.28 g, 2.30 mmol). The reaction was stirred at ambient temperature for 10 minutes, methanesulfonamide (0.15 g, 1.56 mmol) was added and the stirring was continued at ambient temperature for 17 hours. 5% aqueous hydrochloric acid...